describe an organic reaction: reactants, conditions, products, and yield From a dataset of the Open Reaction Database (ORD), a public repository of structured organic reaction records. Starting materials: ClC1=CC(=CC=C1)C(=O)OO (metachloroperbenzoic acid), C(C)(C)(C)OC(=O)N1CCN(CC1)C(C1=CC=C(C=C1)C1=NC=CC=C1)=O (1-tert-butoxycarbonyl-4-[4-(2-pyridyl)benzoyl]piperazine), S(=S)(=O)([O-])[O-].[Na+].[Na+] (sodium thiosulfate). Solvent: ClCCl (dichloromethane), ClCCl (dichloromethane). Reaction conditions: time 24 hour. Product: C(C)(C)(C)OC(=O)N1CCN(CC1)C(=O)C1=CC=C(C=C1)C1=[N+](C=CC=C1)[O-] (2-[4-[[4-(tert-Butoxycarbonyl)piperazin-1-yl]carbonyl]phenyl]pyridine N-oxide). As a reaction SMILES: ClC1C=CC=C(C(OO)=[O:9])C=1.[C:12]([O:16][C:17]([N:19]1[CH2:24][CH2:23][N:22]([C:25](=[O:38])[C:26]2[CH:31]=[CH:30][C:29]([C:32]3[CH:37]=[CH:36][CH:35]=[CH:34][N:33]=3)=[CH:28][CH:27]=2)[CH2:21][CH2:20]1)=[O:18])([CH3:15])([CH3:14])[CH3:13].S([O-])([O-])(=O)=S.[Na+].[Na+]>ClCCl>[C:12]([O:16][C:17]([N:19]1[CH2:24][CH2:23][N:22]([C:25]([C:26]2[CH:31]=[CH:30][C:29]([C:32]3[CH:37]=[CH:36][CH:35]=[CH:34][N+:33]=3[O-:9])=[CH:28][CH:27]=2)=[O:38])[CH2:21][CH2:20]1)=[O:18])([CH3:15])([CH3:13])[CH3:14] |f:2.3.4|. Procedure: At −10° C., metachloroperbenzoic acid (789 mg) was added to a solution of 1-tert-butoxycarbonyl-4-[4-(2-pyridyl)benzoyl]piperazine (517 mg) in dichloromethane (dichloromethane: 8 ml). The resulting mixture was stirred for 24 hours, followed by dilution with dichloromethane. A small amount of an aqueous sodium thiosulfate solution and saturated saline were added to the dilute solution. The organic layer so separated was washed with a saturated aqueous solution of sodium bicarbonate and saturated ... Procedure details: 498 g (3.0 mol) of ethyl(2-methyl-3-hydroxypropyl)phosphinic acid (produced as in Example 13) are at 80° C. dissolved in 400 ml of toluene and admixed with 594 g (6.6 mol) of 1,4-butanediol and esterified at about 100° C. in a distillation apparatus equipped with water trap during 4 h. On completion of the esterification the toluene is removed in vacuo to leave 557 g (78% of theory) of 4-hydroxybutyl ethyl(2-methyl-3-hydroxypropyl)phosphinate as colorless oil. RXN SMILES: [CH2:1]([P:3]([CH2:6][CH:7]([CH3:10])[CH2:8][OH:9])(=[O:5])[OH:4])[CH3:2].[CH2:11](O)[CH2:12][CH2:13][CH2:14][OH:15]>C1(C)C=CC=CC=1>[CH2:1]([P:3]([CH2:6][CH:7]([CH3:10])[CH2:8][OH:9])(=[O:4])[O:5][CH2:11][CH2:12][CH2:13][CH2:14][OH:15])[CH3:2]. Starting materials: C(C)P(O)(=O)CC(CO)C (ethyl(2-methyl-3-hydroxypropyl)phosphinic acid), C(CCCO)O (1,4-butanediol). The solvent is C1(=CC=CC=C1)C (toluene). Yield: 77.9%. Product: C(C)P(OCCCCO)(=O)CC(CO)C (4-hydroxybutyl ethyl(2-methyl-3-hydroxypropyl)phosphinate). Run at temperature 35 celsius. Isolated yield 70.8%. The solvent is CS(=O)C (dimethylsulfoxide), CCCCCC (hexane), C(C)(=O)OCC (ethyl acetate), O (water). Reaction SMILES: [Br:1][C:2]1[CH:14]=[CH:13][C:12]2[C:11]3[C:6](=[CH:7][C:8]([Br:15])=[CH:9][CH:10]=3)C[C:4]=2[CH:3]=1.[OH-].[Na+].O1CCCCC1[O:24][CH:25]1[CH2:30][CH2:29][CH2:28][CH2:27][O:26]1.BrCCO>[Cl-].C([N+](CC)(CC)CC)C1C=CC=CC=1.CS(C)=O.CCCCCC.C(OCC)(=O)C.O>[Br:1][C:2]1[CH:3]=[CH:4][C:12]2[C:11]3[C:6](=[CH:7][C:8]([Br:15])=[CH:9][CH:10]=3)[C:29]([CH2:30][CH2:25][OH:24])([CH2:28][CH2:27][OH:26])[C:13]=2[CH:14]=1 |f:1.2,5.6|. The product is BrC1=CC=2C(C3=CC(=CC=C3C2C=C1)Br)(CCO)CCO (2-[2,7-dibromo-9-(2-hydroxy-ethyl)-9H-fluoren-9-yl]-ethanol). The reagents and catalysts are [Cl-].C(C1=CC=CC=C1)[N+](CC)(CC)CC (Benzyltriethylammonium chloride). The reactants are BrC1=CC=2CC3=CC(=CC=C3C2C=C1)Br (2,7-dibromofluorene), [OH-].[Na+] (sodium hydroxide), O1C(CCCC1)OC1OCCCC1 (tetrahydropyranyl ether), BrCCO (2-bromoethanol). Reported procedure: A mixture containing 5.0 grams of 2,7-dibromofluorene, 3.1 grams of sodium hydroxide and 0.35 grams of Benzyltriethylammonium chloride in 50 ml of dimethylsulfoxide was stirred and to it was added 9.7 grams of the tetrahydropyranyl ether of 2-bromoethanol. The temperature rose slowly to 50° C. The temperature was maintained at 35° C. for 1 hr after which the mixture was added to 100 ml of water and 50 ml of ethyl acetate and 50 ml hexane. The organic layer was removed washed 2× with 100 ml of wa... The reactants are C(C)(C)(C)OC(N[C@@H]1CC[C@@H](CC1)N(C)C(C)C)=O ([cis-4-(isopropyl-methyl-amino)-cyclohexyl]-carbamic acid tert-butyl ester), FC(C(=O)O)(F)F (trifluoroacetic acid). The solvent is C(Cl)Cl (CH2Cl2). Run at time 1 hour. Yields the product C(C)(C)N([C@@H]1CC[C@@H](CC1)N)C (N-isopropyl-N-methyl-cis-cyclohexane-1,4-diamine). RXN SMILES: C(OC(=O)[NH:7][C@H:8]1[CH2:13][CH2:12][C@@H:11]([N:14]([CH:16]([CH3:18])[CH3:17])[CH3:15])[CH2:10][CH2:9]1)(C)(C)C.FC(F)(F)C(O)=O>C(Cl)Cl>[CH:16]([N:14]([CH3:15])[C@H:11]1[CH2:12][CH2:13][C@@H:8]([NH2:7])[CH2:9][CH2:10]1)([CH3:18])[CH3:17]. Procedure details: A solution of [cis-4-(isopropyl-methyl-amino)-cyclohexyl]-carbamic acid tert-butyl ester (0.16 g, 0.6 mmol) in CH2Cl2 (3 mL) was cooled to 0° C., charged with trifluoroacetic acid (1 mL), and stirred at RT for 1 h before being concentrated in vacuo. The residue was dissolved in CH2Cl2 and concentrated in vacuo; this was repeated to afford N-isopropyl-N-methyl-cis-cyclohexane-1,4-diamine. A portion (25 mg, 0.15 mmol) of this material was dissolved in DMF (1 mL). The resulting solution was charged...